This data is from the Open Reaction Database (ORD), a public repository of structured organic reaction records. The task is: describe an organic reaction: reactants, conditions, products, and yield The reactants are CC(C)(C)[Si](C1=C(C=CC=C1)COC(=O)N[C@@H](CCO)C(=O)N[C@@H](COCC(OC)OC)C(=O)OC)(C)C (N-[0-[(1,1-dimethylethyl)dimethylsilyl]-N-[(phenylmethoxy)carbonyl]-L-homoseryl]-O-(2,2-dimethoxyethyl)-L-serine, methyl ester), O.C1(=CC=C(C=C1)S(=O)(=O)O)C (p-toluenesulfonic acid monohydrate). The solvent is CO (methanol). Run at temperature 0 celsius, time 1.5 hour. Product: COC(COC[C@H](NC([C@@H](NC(=O)OCC1=CC=CC=C1)CCO)=O)C(=O)OC)OC (O-(2,2-Dimethoxyethyl)-N-[N-[(phenylmethoxy)carbonyl]-L-homoseryl]-L-serine, methyl ester). Isolated yield 89.8%. Reaction SMILES: CC([Si](C)(C)[C:6]1[CH:11]=[CH:10][CH:9]=[CH:8][C:7]=1[CH2:12][O:13][C:14]([NH:16][C@H:17]([C:21]([NH:23][C@H:24]([C:33]([O:35][CH3:36])=[O:34])[CH2:25][O:26][CH2:27][CH:28]([O:31][CH3:32])[O:29][CH3:30])=[O:22])[CH2:18][CH2:19][OH:20])=[O:15])(C)C.O.C1(C)C=CC(S(O)(=O)=O)=CC=1>CO>[CH3:32][O:31][CH:28]([O:29][CH3:30])[CH2:27][O:26][CH2:25][C@@H:24]([C:33]([O:35][CH3:36])=[O:34])[NH:23][C:21](=[O:22])[C@H:17]([CH2:18][CH2:19][OH:20])[NH:16][C:14]([O:13][CH2:12][C:7]1[CH:8]=[CH:9][CH:10]=[CH:11][CH:6]=1)=[O:15] |f:1.2|. Procedure details: A solution of N-[0-[(1,1-dimethylethyl)dimethylsilyl]-N-[(phenylmethoxy)carbonyl]-L-homoseryl]-O-(2,2-dimethoxyethyl)-L-serine, methyl ester [5.56 g, 10 mmol, prepared as described in Example 10(h)] in methanol (65 ml) was cooled to 0° C. (ice salt bath), treated with p-toluenesulfonic acid monohydrate (386 mg, 2.0 mmol) and stirred at 0° C. for 1.5 hours. The reaction was quenched with sodium bicarbonate solution (198 mg. in 20 ml water), stirred for 5 minutes then evaporated to remove the meth... The reactants are CCOC(C)=O, COCCOC, OB(O)c1ccc(C(F)(F)F)cc1, CCOC(=O)C(CC1CC1)c1cc(Br)c(N)c(OCC(F)(F)F)c1, O. The product is CCOC(=O)C(CC1CC1)c1cc(OCC(F)(F)F)c(N)c(-c2ccc(C(F)(F)F)cc2)c1. Reaction SMILES: [CH3:38][CH2:39][O:40][C:41]([CH3:42])=[O:43].[CH3:45][O:46][CH2:47][CH2:48][O:49][CH3:50].[F:25][C:26]([c:27]1[cH:28][cH:29][c:30]([B:33]([OH:34])[OH:35])[cH:31][cH:32]1)([F:36])[F:37].[NH2:1][c:2]1[c:3]([Br:24])[cH:4][c:5]([CH:14]([C:15](=[O:16])[O:17][CH2:18][CH3:19])[CH2:20][CH:21]2[CH2:22][CH2:23]2)[cH:6][c:7]1[O:8][CH2:9][C:10]([F:11])([F:12])[F:13].[OH2:44]>>[NH2:1][c:2]1[c:3](-[c:30]2[cH:29][cH:28][c:27]([C:26]([F:25])([F:36])[F:37])[cH:32][cH:31]2)[cH:4][c:5]([CH:14]([C:15](=[O:16])[O:17][CH2:18][CH3:19])[CH2:20][CH:21]2[CH2:22][CH2:23]2)[cH:6][c:7]1[O:8][CH2:9][C:10]([F:11])([F:12])[F:13]. Reactants: Cc1ccnc(Br)c1, COCCOC, CCOC(C)=O, Cc1ccc(B(O)O)cc1[N+](=O)[O-], [Na+], [Na+], O=C([O-])[O-], [Pd], c1ccc(P(c2ccccc2)c2ccccc2)cc1, c1ccc(P(c2ccccc2)c2ccccc2)cc1, c1ccc(P(c2ccccc2)c2ccccc2)cc1, c1ccc(P(c2ccccc2)c2ccccc2)cc1. Product: Cc1ccnc(-c2ccc(C)c([N+](=O)[O-])c2)c1. As a reaction SMILES: [Br:1][c:2]1[n:3][cH:4][cH:5][c:6]([CH3:8])[cH:7]1.[CH3:28][O:29][CH2:30][CH2:31][O:32][CH3:33].[CH3:34][CH2:35][O:36][C:37](=[O:38])[CH3:39].[CH3:9][c:10]1[c:11]([N+:19](=[O:20])[O-:21])[cH:12][c:13]([B:16]([OH:17])[OH:18])[cH:14][cH:15]1.[Na+:22].[Na+:23].[O-:24][C:25](=[O:26])[O-:27].[Pd:40].[c:41]1([P:42]([c:43]2[cH:44][cH:45][cH:46][cH:47][cH:48]2)[c:49]2[cH:50][cH:51][cH:52][cH:53][cH:54]2)[cH:55][cH:56][cH:57][cH:58][cH:59]1.[c:60]1([P:61]([c:62]2[cH:63][cH:64][cH:65][cH:66][cH:67]2)[c:68]2[cH:69][cH:70][cH:71][cH:72][cH:73]2)[cH:74][cH:75][cH:76][cH:77][cH:78]1.[c:79]1([P:80]([c:81]2[cH:82][cH:83][cH:84][cH:85][cH:86]2)[c:87]2[cH:88][cH:89][cH:90][cH:91][cH:92]2)[cH:93][cH:94][cH:95][cH:96][cH:97]1.[c:98]1([P:99]([c:100]2[cH:101][cH:102][cH:103][cH:104][cH:105]2)[c:106]2[cH:107][cH:108][cH:109][cH:110][cH:111]2)[cH:112][cH:113][cH:114][cH:115][cH:116]1>>[c:2]1(-[c:13]2[cH:12][c:11]([N+:19](=[O:20])[O-:21])[c:10]([CH3:9])[cH:15][cH:14]2)[n:3][cH:4][cH:5][c:6]([CH3:8])[cH:7]1. Starting materials: CC(=O)C (acetone), C(C)(=O)O (acetic acid), C(C)(=O)O[BH-](OC(C)=O)OC(C)=O.[Na+] (sodium triacetoxyborohydride), N1CCC(CC1)CC(=O)OC (Methyl 4-piperidineacetate). Solvent: C(Cl)Cl (methylene chloride), Cl (hydrogen chloride). Reaction conditions: time 8 hour. Yields the product C(C)(C)N1CCC(CC1)CC(=O)O ((1-isopropylpiperidin-4-yl)acetic acid). RXN SMILES: [NH:1]1[CH2:6][CH2:5][CH:4]([CH2:7][C:8]([O:10]C)=[O:9])[CH2:3][CH2:2]1.[CH3:12][C:13]([CH3:15])=O.C(O)(=O)C.C(O[BH-](OC(=O)C)OC(=O)C)(=O)C.[Na+]>C(Cl)Cl.Cl>[CH:13]([N:1]1[CH2:6][CH2:5][CH:4]([CH2:7][C:8]([OH:10])=[O:9])[CH2:3][CH2:2]1)([CH3:15])[CH3:12] |f:3.4|. Procedure details: Methyl 4-piperidineacetate (0.6 g, 3.82 mmol) was dissolved in methylene chloride (20 mL), acetone (1 mL), acetic acid (0.26 mL) and sodium triacetoxyborohydride (1.21 g, 5.73 mmol) were added, and the mixture was stirred overnight at room temperature. The solvent was evaporated, and work-up according to a conventional method gave a crude product. The obtained crude product was dissolved in 6 N aqueous hydrogen chloride solution, and the mixture was stirred overnight at 80° C. The solvent was ev... Reactants: C(C)(=O)N(N(C(=O)OC(C)(C)C)C1=CC=C(C=C1)CC#N)C (tert-Butyl 2-acetyl-1-[4-(cyanomethyl)phenyl]-2-methylhydrazinecarboxylate), [BH4-].[Na+] (sodium borohydride). Reagents/catalysts: [Co](Cl)Cl (cobalt chloride). Solvent: CO (methanol), C(C)(=O)OCC (ethyl acetate). Run at time 2.5 hour. Yields the product C(C)(=O)N(N(C(=O)OC(C)(C)C)C1=CC=C(C=C1)CCN)C (tert-butyl 2-acetyl-1-[4-(2-aminoethyl)phenyl]-2-methylhydrazinecarboxylate). RXN SMILES: [C:1]([N:4]([CH3:22])[N:5]([C:13]1[CH:18]=[CH:17][C:16]([CH2:19][C:20]#[N:21])=[CH:15][CH:14]=1)[C:6]([O:8][C:9]([CH3:12])([CH3:11])[CH3:10])=[O:7])(=[O:3])[CH3:2].[BH4-].[Na+]>CO.C(OCC)(=O)C.[Co](Cl)Cl>[C:1]([N:4]([CH3:22])[N:5]([C:13]1[CH:14]=[CH:15][C:16]([CH2:19][CH2:20][NH2:21])=[CH:17][CH:18]=1)[C:6]([O:8][C:9]([CH3:12])([CH3:11])[CH3:10])=[O:7])(=[O:3])[CH3:2] |f:1.2|. Procedure details: tert-Butyl 2-acetyl-1-[4-(cyanomethyl)phenyl]-2-methylhydrazinecarboxylate (607 mg) and cobalt chloride (520 mg) were dissolved in methanol (20 ml), and sodium borohydride (757 mg) was added by small portions at 0° C. The reaction mixture was stirred at room temperature for 2.5 hr, and diluted with ethyl acetate (200 ml). The obtained diluted solution was passed through basic silica gel (100 g) and washed with ethyl acetate:methanol=10:1 (volume ratio). The filtrate was concentrated under reduce... Reactants: COc1ccc(CN(Cc2ccc(OC)cc2)S(=O)(=O)CCN2CC(c3cccc(C(F)(F)F)c3)N(c3ccc(Oc4ccc(Cl)cc4)cc3)C2=O)cc1, O=C(O)C(F)(F)F. Product: NS(=O)(=O)CCN1CC(c2cccc(C(F)(F)F)c2)N(c2ccc(Oc3ccc(Cl)cc3)cc2)C1=O. RXN SMILES: [Cl:1][c:2]1[cH:3][cH:4][c:5]([O:6][c:7]2[cH:8][cH:9][c:10]([N:13]3[C:14](=[O:52])[N:15]([CH2:28][CH2:29][S:30](=[O:31])(=[O:32])[N:33]([CH2:34][c:35]4[cH:36][cH:37][c:38]([O:39][CH3:40])[cH:41][cH:42]4)[CH2:43][c:44]4[cH:45][cH:46][c:47]([O:48][CH3:49])[cH:50][cH:51]4)[CH2:16][CH:17]3[c:18]3[cH:19][c:20]([C:24]([F:25])([F:26])[F:27])[cH:21][cH:22][cH:23]3)[cH:11][cH:12]2)[cH:53][cH:54]1.[F:55][C:56]([F:57])([F:58])[C:59]([OH:60])=[O:61]>>[Cl:1][c:2]1[cH:3][cH:4][c:5]([O:6][c:7]2[cH:8][cH:9][c:10]([N:13]3[C:14](=[O:52])[N:15]([CH2:28][CH2:29][S:30](=[O:31])(=[O:32])[NH2:33])[CH2:16][CH:17]3[c:18]3[cH:19][c:20]([C:24]([F:25])([F:26])[F:27])[cH:21][cH:22][cH:23]3)[cH:11][cH:12]2)[cH:53][cH:54]1.